Dataset: the Open Reaction Database (ORD), a public repository of structured organic reaction records. Task: describe an organic reaction: reactants, conditions, products, and yield Starting materials: C#Cc1csc(C2CCN(C(=O)OC(C)(C)C)CC2)n1, C[Si](C)(C)Cl, C1CCOC1. RXN SMILES: [C:1](#[CH:2])[c:3]1[n:4][c:5]([CH:8]2[CH2:9][CH2:10][N:11]([C:14](=[O:15])[O:16][C:17]([CH3:18])([CH3:19])[CH3:20])[CH2:12][CH2:13]2)[s:6][cH:7]1.[CH3:21][Si:22]([CH3:23])([CH3:24])[Cl:25].[O:26]1[CH2:27][CH2:28][CH2:29][CH2:30]1>>[C:1](#[C:2][Si:22]([CH3:21])([CH3:23])[CH3:24])[c:3]1[n:4][c:5]([CH:8]2[CH2:9][CH2:10][N:11]([C:14](=[O:15])[O:16][C:17]([CH3:18])([CH3:19])[CH3:20])[CH2:12][CH2:13]2)[s:6][cH:7]1. Product: CC(C)(C)OC(=O)N1CCC(c2nc(C#C[Si](C)(C)C)cs2)CC1. Starting materials: C(=O)C1=CC=C(OCCC2=CC=C(C=C2)NC(OC(C)(C)C)=O)C=C1 (tert-butyl N-{4-[2-(4-formylphenoxy)ethyl]phenyl}carbamate), S1C(NC(C1)=O)=O (2,4-thiazolidinedione), C(C)(=O)[O-].[NH2+]1CCCCC1 (piperidinium acetate), O (water), S1C(NC(C1)=O)=O (2,4-thiazolidinedione). Solvent: C1(=CC=CC=C1)C (toluene). The product is C(C)(C)(C)OC(=O)NC1=CC=C(C=C1)CCOC1=CC=C(C=C2C(NC(S2)=O)=O)C=C1 (5-(4-[2-(4-tert-butyloxycarbonylaminophenyl)ethoxy]benzylidene)thiazolidine-2,4-dione). The yield is 72.6%. Reaction SMILES: [CH:1]([C:3]1[CH:25]=[CH:24][C:6]([O:7][CH2:8][CH2:9][C:10]2[CH:15]=[CH:14][C:13]([NH:16][C:17](=[O:23])[O:18][C:19]([CH3:22])([CH3:21])[CH3:20])=[CH:12][CH:11]=2)=[CH:5][CH:4]=1)=O.[S:26]1[CH2:30][C:29](=[O:31])[NH:28][C:27]1=[O:32].C([O-])(=O)C.[NH2+]1CCCCC1.O>C1(C)C=CC=CC=1>[C:19]([O:18][C:17]([NH:16][C:13]1[CH:12]=[CH:11][C:10]([CH2:9][CH2:8][O:7][C:6]2[CH:5]=[CH:4][C:3]([CH:1]=[C:30]3[S:26][C:27](=[O:32])[NH:28][C:29]3=[O:31])=[CH:25][CH:24]=2)=[CH:15][CH:14]=1)=[O:23])([CH3:22])([CH3:20])[CH3:21] |f:2.3|. Reported procedure: A solution of 3.41 g (10 mmole) tert-butyl N-{4-[2-(4-formylphenoxy)ethyl]phenyl}carbamate and 1.29 g (11 mmole) 2,4-thiazolidinedione in toluene containing a catalytic amount of piperidinium acetate was refluxed in a Dean-Stark water trap for 3 hours. The reaction was followed by TLC and more 2,4-thiazolidinedione was added during the reaction time. The solution was cooled to room temperature filtered and the precipitate was refluxed in methanol. Another filtration gave 3.2 g (yield 72.6%) 5-(4...